Dataset: the Open Reaction Database (ORD), a public repository of structured organic reaction records. Task: describe an organic reaction: reactants, conditions, products, and yield Starting materials: COC=1C=C(C=C(C1OC)OC)C1=NC2=CC=CC=C2C(=N1)N ([2-(3,4,5-trimethoxyphenyl)-quinazolin-4-yl]-amine), B(Br)(Br)Br (BBr3). Solvent: C(Cl)Cl (DCM). Reaction conditions: time 1 hour. Product: C1(=CC=C(C=C1)NC1=NC(=NC2=CC=CC=C12)C=1C=C(C(=C(C1)O)O)O)C (5-(4-(p-tolylamino)quinazolin-2-yl)benzene-1,2,3-triol), 21. Isolated yield 176.0%. RXN SMILES: C[O:2][C:3]1[CH:4]=[C:5]([C:13]2[N:22]=[C:21]([NH2:23])[C:20]3[C:15](=[CH:16][CH:17]=[CH:18][CH:19]=3)[N:14]=2)[CH:6]=[C:7]([O:11]C)[C:8]=1[O:9]C.B(Br)(Br)Br>C(Cl)Cl>[C:5]1([CH3:13])[CH:6]=[CH:7][C:8]([NH:23][C:21]2[C:20]3[C:15](=[CH:16][CH:17]=[CH:18][CH:19]=3)[N:14]=[C:13]([C:5]3[CH:6]=[C:7]([OH:11])[C:8]([OH:9])=[C:3]([OH:2])[CH:4]=3)[N:22]=2)=[CH:3][CH:4]=1. Procedure: An aryl methoxy derivative p-tolyl-[2-(3,4,5-trimethoxy-phenyl)-quinazolin-4-yl]-amine (2, 30 mg, 7.5e-5 mol) was dissolved in anhydrous DCM (minimal volume, not fully dissolved); the round flask was then sealed. BBr3 (76 μl, 0.111 gr, 205 gr/mol, d=1.45, 2 equiv/per methoxy group, here 6 eq. were used 5.5e-4 mol) was added drop wise (from a syringe) and the reaction mixture was stirred at room temperature for 1 h. The degree of conversion was monitored by HPLC until full conversion was achieved... The reactants are S1C=CC2=C1C=CC=C2 (benzothiophene). Reagents/catalysts: [Na].[Hg] (sodium amalgam). Product: dihydrobenzothiophenes, S1CCC2=C1C=CC=C2 (dihydrobenzothiophene). Procedure details: The dihydrobenzothiophenes are prepared as depicted in Chart D. A solution of a formula LX benzothiophene in water is stirred with excess sodium amalgam (NaHg) for 24 hr. After workup there is obtained the corresponding Formula LXI dihydrobenzothiophene. (See, e.g., D. T. Witiak, et al., J. Med. Chem. 14, 754 (1971).) Run in O (water). RXN SMILES: [S:1]1[C:5]2[CH:6]=[CH:7][CH:8]=[CH:9][C:4]=2[CH:3]=[CH:2]1>O.[Na].[Hg]>[S:1]1[C:5]2[CH:6]=[CH:7][CH:8]=[CH:9][C:4]=2[CH2:3][CH2:2]1 |f:2.3,^1:10|.